Dataset: the Open Reaction Database (ORD), a public repository of structured organic reaction records. Task: describe an organic reaction: reactants, conditions, products, and yield Starting materials: O=C(O)c1cc(-c2ccc3c(c2)CCO3)nn(CCCc2ccccc2Cl)c1=O, O=C(O)c1cc(-c2ccc3occc3c2)nn(Cc2ccc(F)cc2)c1=O. The product is O=c1c(CO)cc(-c2ccc3c(c2)CCO3)nn1CCCc1ccccc1Cl. As a reaction SMILES: [C:28](=[O:29])([OH:30])[c:31]1[c:32](=[O:56])[n:33]([CH2:46][CH2:47][CH2:48][c:49]2[c:50]([Cl:55])[cH:51][cH:52][cH:53][cH:54]2)[n:34][c:35](-[c:37]2[cH:38][cH:39][c:40]3[c:41]([cH:45]2)[CH2:42][CH2:43][O:44]3)[cH:36]1.[o:1]1[c:2]2[cH:3][cH:4][c:5](-[c:6]3[cH:7][c:8]([C:9]([OH:10])=[O:11])[c:12](=[O:13])[n:14]([CH2:15][c:16]4[cH:17][cH:18][c:19]([F:20])[cH:21][cH:22]4)[n:23]3)[cH:24][c:25]2[cH:26][cH:27]1>>[CH2:28]([OH:29])[c:31]1[c:32](=[O:56])[n:33]([CH2:46][CH2:47][CH2:48][c:49]2[c:50]([Cl:55])[cH:51][cH:52][cH:53][cH:54]2)[n:34][c:35](-[c:37]2[cH:38][cH:39][c:40]3[c:41]([cH:45]2)[CH2:42][CH2:43][O:44]3)[cH:36]1. Starting materials: CN1C[C@@H]2N(CC[C@@H]2C1)C1=CC=C(C#N)C=C1 (4-[(3aR,6aR)-5-methylhexahydropyrrolo[3,4-b]pyrrol-1(2H)-yl]benzonitrile). Reaction SMILES: [CH3:1][N:2]1[CH2:9][C@@H:8]2[C@@H:4]([N:5]([C:10]3[CH:17]=[CH:16][C:13]([C:14]#[N:15])=[CH:12][CH:11]=3)[CH2:6][CH2:7]2)[CH2:3]1>N.CO.[Ni]>[CH3:1][N:2]1[CH2:9][C@@H:8]2[C@@H:4]([N:5]([C:10]3[CH:17]=[CH:16][C:13]([CH2:14][NH2:15])=[CH:12][CH:11]=3)[CH2:6][CH2:7]2)[CH2:3]1. Reagents/catalysts: [Ni] (Raney-Nickel). The product is CN1C[C@@H]2N(CC[C@@H]2C1)C1=CC=C(C=C1)CN (1-{4-[(3aR,6aR)-5-methylhexahydropyrrolo[3,4-b]pyrrol-1(2H)-yl]phenyl}methanamine). Procedure: The product of Example 68 (676 mg, 3.0 mmole) in 50 mL of 20% ammonia in methanol was stirred in the presence of 6.8 g Raney-Nickel under an atmosphere of hydrogen at 60 psi at room temperature for 4 hours. Catalyst was removed by filtration through CELITE® and the filtrate concentrated under reduced pressure. The resulting oil was purified by flash chromatography (eluting with a mixture of 5% basic methanol in dichloromethane) to provide the titled compound. 1H NMR (CDCl3) δ ppm 7.17 (d, J=8.82... Run in N (ammonia), CO (methanol). The reactants are COC1(C)CCc2cc(OCc3ccccc3)ccc2O1, CCO, [H][H]. The product is COC1(C)CCc2cc(O)ccc2O1. Reaction SMILES: [CH2:1]([c:2]1[cH:3][cH:4][cH:5][cH:6][cH:7]1)[O:8][c:9]1[cH:10][c:11]2[c:16]([cH:17][cH:18]1)[O:15][C:14]([CH3:19])([O:20][CH3:21])[CH2:13][CH2:12]2.[CH3:24][CH2:25][OH:26].[H:22][H:23]>>[OH:8][c:9]1[cH:10][c:11]2[c:16]([cH:17][cH:18]1)[O:15][C:14]([CH3:19])([O:20][CH3:21])[CH2:13][CH2:12]2. Starting materials: [Br-], Br, Cc1cccc([N+](=O)[O-])c1N, O=N[O-], [Na+], O. The product is Cc1cccc([N+](=O)[O-])c1Br. Reaction SMILES: [Br-:16].[BrH:18].[CH3:1][c:2]1[c:3]([NH2:4])[c:5]([N+:9](=[O:10])[O-:11])[cH:6][cH:7][cH:8]1.[N:12]([O-:13])=[O:14].[Na+:15].[OH2:17]>>[CH3:1][c:2]1[c:3]([Br:16])[c:5]([N+:9](=[O:10])[O-:11])[cH:6][cH:7][cH:8]1.